Task: describe an organic reaction: reactants, conditions, products, and yield. Dataset: the Open Reaction Database (ORD), a public repository of structured organic reaction records The reactants are COC(C1=CC(=CC=C1)N1N=NC=C1CN(C)C)=O (3-(5-dimethylaminomethyl -[1,2,3]triazol-1-yl)-benzoic acid methyl ester), iii, C(C)(=O)OC(C)(C)C.[Li] (lithium tert.-butyl acetate), O=S(Cl)Cl (SOCl2), N(=[N+]=[N-])C=1C=C(C(=O)OC)C=CC1 (methyl 3-azidobenzoate), CNC (dimethylamine). The solvent is C1CCOC1 (THF). Yields the product C(C)(C)(C)OC(CC(=O)C1=CC(=CC=C1)N1N=NC=C1CN(C)C)=O (3-[3-(5-Dimethylaminomethyl-[1,2,3]triazol-1-yl)-phenyl]-3-oxo-propionic acid tert.-butyl ester), oil. RXN SMILES: CO[C:3](=[O:19])[C:4]1[CH:9]=[CH:8][CH:7]=[C:6]([N:10]2[C:14]([CH2:15][N:16]([CH3:18])[CH3:17])=[CH:13][N:12]=[N:11]2)[CH:5]=1.N(C1C=C(C=CC=1)C(OC)=O)=[N+]=[N-].O=S(Cl)Cl.CNC.[C:40]([O:43][C:44]([CH3:47])([CH3:46])[CH3:45])(=[O:42])[CH3:41].[Li]>C1COCC1>[C:44]([O:43][C:40](=[O:42])[CH2:41][C:3]([C:4]1[CH:9]=[CH:8][CH:7]=[C:6]([N:10]2[C:14]([CH2:15][N:16]([CH3:17])[CH3:18])=[CH:13][N:12]=[N:11]2)[CH:5]=1)=[O:19])([CH3:47])([CH3:46])[CH3:45] |f:4.5,^1:47|. Reported procedure: The title compound was prepared from 3-(5-dimethylaminomethyl -[1,2,3]triazol-1-yl)-benzoic acid methyl ester [prepared from methyl 3-azidobenzoate following the synthetic steps i.) to iii.) as described in the preparation of Example K5 and reacting the obtained product with SOCl2 in THF at 0 to 23° C. for 1 h, followed by addition of dimethylamine (7.9 M in H2O ) and stirring at 23 to 70° C. for 1 h.] (2.14 g, 8.22 mmol) by treatment with lithium tert.-butyl acetate according to general procedu... Starting materials: C(C(=O)Cl)(=O)Cl (oxalyl chloride), C(Cl)Cl (methylene chloride), stannic chloride, COC1=CC=C(C2=CC=CC=C12)C=1OC2=C(C1)C=CC=C2 (2-(4-methoxynaphthyl)benzofuran). Run in O (water). Conditions: time 1.5 hour. Yields the product COC1=C2C=CC=C3C(C=4C5=C(OC4C(C=C1)=C32)C=CC=C5)=O (3-methoxy-7-oxo-7H-benzo[b]-phenaleno[2,1-d]furan). As a reaction SMILES: C(Cl)(=O)[C:2](Cl)=[O:3].[CH3:7][O:8][C:9]1[C:18]2[C:13](=[CH:14][CH:15]=[CH:16][CH:17]=2)[C:12]([C:19]2[O:20][C:21]3[CH:27]=[CH:26][CH:25]=[CH:24][C:22]=3[CH:23]=2)=[CH:11][CH:10]=1.C(Cl)Cl>O>[CH3:7][O:8][C:9]1[CH:10]=[CH:11][C:12]2=[C:13]3[C:18]=1[CH:17]=[CH:16][CH:15]=[C:14]3[C:2](=[O:3])[C:23]1[C:22]3[CH:24]=[CH:25][CH:26]=[CH:27][C:21]=3[O:20][C:19]=12. Procedure: Alternatively, 3-methoxy-7-oxo-7H-benzo[b]-phenaleno[2,1-d]furan was prepared by addition of 0.38 ml. (45 mmol.) of oxalyl chloride followed by 1.2 ml. (0.01 mol.) of stannic chloride to a solution of 1 g. (37 mmol.) of 2-(4-methoxynaphthyl)benzofuran in 100 ml. of methylene chloride at 0°. The reaction mixture was stirred for 1.5 hours at 0° then poured into water. The layers were separated and the organic phase was washed with 10% aqueous sodium carbonate, dried (MgSO4) and evaporated to dryne... Reactants: C(=O)(O)[O-].[Na+] (NaHCO3), ClC(=O)OCC(C)C (Isobutyl chloroformate), CN1CCOCC1 (4-methylmorpholine), C(C)(C)(C)OC(=O)NCC(=O)C1=CC=C(OCC(=O)O)C=C1 ((4-{2-tert-Butoxycarbonylamino-acetyl}-phenoxy)-acetic acid), C(C)NCC (diethyl amine). Solvent: CN(C)C=O (DMF). Reaction conditions: time 15 minute. Product: C(C)(C)(C)OC(NCC(=O)C1=CC=C(C=C1)OCC(N(CC)CC)=O)=O ((2-{4-Diethylcarbamoylmethoxy-phenyl}-2-oxo-ethyl)-carbamic acid tert-butyl ester). As a reaction SMILES: ClC(OCC(C)C)=O.C[N:10]1[CH2:15][CH2:14]O[CH2:12][CH2:11]1.[C:16]([O:20][C:21]([NH:23][CH2:24][C:25]([C:27]1[CH:37]=[CH:36][C:30]([O:31][CH2:32][C:33]([OH:35])=O)=[CH:29][CH:28]=1)=[O:26])=[O:22])([CH3:19])([CH3:18])[CH3:17].C(NCC)C.C([O-])(O)=O.[Na+]>CN(C=O)C>[C:16]([O:20][C:21](=[O:22])[NH:23][CH2:24][C:25]([C:27]1[CH:28]=[CH:29][C:30]([O:31][CH2:32][C:33](=[O:35])[N:10]([CH2:15][CH3:14])[CH2:11][CH3:12])=[CH:36][CH:37]=1)=[O:26])([CH3:17])([CH3:18])[CH3:19] |f:4.5|. Procedure details: Isobutyl chloroformate (0.84 ml; 6.5 mmol) was added to a stirred solution of 4-methylmorpholine (0.72 ml; 6.5 mmol) and the compound of example 1f (2.0 g; 6.5 mmol) in DMF (10 ml) at −25° C., followed by the addition of diethyl amine (0.88 ml; 8.45 mmol). The reaction mixture was stirred for 15 min., poured into a 10% aqueous NaHCO3 solution and extracted with EtOAc. The EtOAc layer was washed with brine, concentrated and crystallized using EtOAc-PE60-80° C. to obtain the title compound. Yield,...